The task is: describe an organic reaction: reactants, conditions, products, and yield. This data is from the Open Reaction Database (ORD), a public repository of structured organic reaction records. The reactants are BrCc1ccc(Br)cc1, O=Cc1[nH]c(-c2ccccc2)nc1Cl, [K+], [K+], O=C([O-])[O-], CN(C)C=O, O. Product: O=Cc1c(Cl)nc(-c2ccccc2)n1Cc1ccc(Br)cc1. RXN SMILES: [Br:15][c:16]1[cH:17][cH:18][c:19]([CH2:20][Br:21])[cH:22][cH:23]1.[Cl:1][c:2]1[n:3][c:4](-[c:9]2[cH:10][cH:11][cH:12][cH:13][cH:14]2)[nH:5][c:6]1[CH:7]=[O:8].[K+:24].[K+:25].[O-:26][C:27]([O-:28])=[O:29].[O:31]=[CH:32][N:33]([CH3:34])[CH3:35].[OH2:30]>>[Cl:1][c:2]1[n:3][c:4](-[c:9]2[cH:10][cH:11][cH:12][cH:13][cH:14]2)[n:5]([CH2:20][c:19]2[cH:18][cH:17][c:16]([Br:15])[cH:23][cH:22]2)[c:6]1[CH:7]=[O:8]. The reactants are [N+](=O)([O-])C1=C(OC(C(=O)O)C)C=CC=C1 (2-(2-nitrophenoxy)propionic acid), C(C)(C)OC(C)C (diisopropyl ether), [N+](=O)(O)[O-].O([N+](=O)[O-])CCN (2-nitroxyethylamine nitrate). The product is O([N+](=O)[O-])CCNC(C(C)OC1=C(C=CC=C1)[N+](=O)[O-])=O (N-(2-Nitroxyethyl)-2-(2-nitrophenoxy)propanamide). The yield is 42.4%. Reaction SMILES: [N+:1]([C:4]1[CH:15]=[CH:14][CH:13]=[CH:12][C:5]=1[O:6][CH:7]([CH3:11])[C:8]([OH:10])=O)([O-:3])=[O:2].[N+]([O-])(O)=O.[O:20]([CH2:24][CH2:25][NH2:26])[N+:21]([O-:23])=[O:22].C(OC(C)C)(C)C>>[O:20]([CH2:24][CH2:25][NH:26][C:8](=[O:10])[CH:7]([O:6][C:5]1[CH:12]=[CH:13][CH:14]=[CH:15][C:4]=1[N+:1]([O-:3])=[O:2])[CH3:11])[N+:21]([O-:23])=[O:22] |f:1.2|. Procedure details: Following a similar treatment to that in Example 2 and using 0.75 g of 2-(2-nitrophenoxy)propionic acid and 0.6 g of 2-nitroxyethylamine nitrate, 0.45 g of the title compound was obtained as pale yellow needles (solvent for recrystallization; diisopropyl ether). Reactants: COCCOCCOCC(=O)Cl, Cl, Nc1ncnc2c1ncn2-c1ccc(NC(=O)Nc2ccc(Cl)c(C(F)(F)F)c2)cc1. Yields the product COCCOCCOCC(=O)Nc1ncnc2c1ncn2-c1ccc(NC(=O)Nc2ccc(Cl)c(C(F)(F)F)c2)cc1. Reaction SMILES: [CH3:33][O:34][CH2:35][CH2:36][O:37][CH2:38][CH2:39][O:40][CH2:41][C:42](=[O:43])[Cl:44].[ClH:1].[NH2:2][c:3]1[c:4]2[n:5][cH:6][n:7](-[c:12]3[cH:13][cH:14][c:15]([NH:18][C:19](=[O:20])[NH:21][c:22]4[cH:23][c:24]([C:29]([F:30])([F:31])[F:32])[c:25]([Cl:28])[cH:26][cH:27]4)[cH:16][cH:17]3)[c:8]2[n:9][cH:10][n:11]1>>[NH:2]([c:3]1[c:4]2[n:5][cH:6][n:7](-[c:12]3[cH:13][cH:14][c:15]([NH:18][C:19](=[O:20])[NH:21][c:22]4[cH:23][c:24]([C:29]([F:30])([F:31])[F:32])[c:25]([Cl:28])[cH:26][cH:27]4)[cH:16][cH:17]3)[c:8]2[n:9][cH:10][n:11]1)[C:42]([CH2:41][O:40][CH2:39][CH2:38][O:37][CH2:36][CH2:35][O:34][CH3:33])=[O:43]. Starting materials: CC1OC(=C(C1=O)O)C (2,5-dimethyl-4-hydroxy-3-(2H)-furanone), C(CC)=O (propanal), C(C(=O)O)(=O)O (oxalic acid). Solvent: O (water). Conditions: time 25 hour. Product: OC(CC)C1(OC(=C(C1=O)O)C)C (2-(1-hydroxypropyl)-2,5-dimethyl-4-hydroxy-3-(2H)-furanone). Reaction SMILES: [CH3:1][CH:2]1[C:6](=[O:7])[C:5]([OH:8])=[C:4]([CH3:9])[O:3]1.[CH:10](=[O:13])[CH2:11][CH3:12].C(O)(=O)C(O)=O>O>[OH:13][CH:10]([C:4]1([CH3:9])[C:5](=[O:8])[C:6]([OH:7])=[C:2]([CH3:1])[O:3]1)[CH2:11][CH3:12]. Procedure details: To a mixture of 1.0 g of 2,5-dimethyl-4-hydroxy-3-(2H)-furanone, 5 g of propanal and 20 ml of water were added 0.2 g of oxalic acid and the mixture was stirred at room temperature for 25 hours and then extracted three times with chloroform. The chloroform extract was evaporated and the residue purified by column chromatography on polyamide using ether-pentane 10/90 as the eluent. Pure 2-(1-hydroxypropyl)-2,5-dimethyl-4-hydroxy-3-(2H)-furanone was obtained, which was recrystallized from ether-pen...